From a dataset of the Open Reaction Database (ORD), a public repository of structured organic reaction records. describe an organic reaction: reactants, conditions, products, and yield Reactants: C(C)=O (acetaldehyde), NC1=C(C=C(C=C1)OC)S(=O)(=O)N (2-amino-5-methoxy-benzenesulphonamide). Run in C(C)O (ethanol). Product: COC1=CC2=C(NC(NS2(=O)=O)C)C=C1 (7-Methoxy-3-methyl-3,4-dihydro-2H-1,2,4-benzothiadiazine 1,1-dioxide). As a reaction SMILES: [CH:1](=O)[CH3:2].[NH2:4][C:5]1[CH:10]=[CH:9][C:8]([O:11][CH3:12])=[CH:7][C:6]=1[S:13]([NH2:16])(=[O:15])=[O:14]>C(O)C>[CH3:12][O:11][C:8]1[CH:9]=[CH:10][C:5]2[NH:4][CH:1]([CH3:2])[NH:16][S:13](=[O:14])(=[O:15])[C:6]=2[CH:7]=1. Procedure details: 829 μl of acetaldehyde are added to a suspension of 20 g of 2-amino-5-methoxy-benzenesulphonamide in 20 ml of anhydrous ethanol. The reaction mixture becomes homogeneous and is heated at reflux for 30 min. The ethanol is evaporated off in vacuo. The solid is taken up in ether and filtered off. The solid is taken up in 40 ml of ethanol, refluxed for 15 min. and allowed to return to ambient temperature. The expected product is obtained after filtration. Starting materials: COC(C(CC(C)C)C=1C=C(C=C(C1)O)C1=CC=C(C=C1)C(F)(F)F)=O (2-(5-hydroxy-4′-trifluoromethyl-biphenyl-3-yl)-4-methyl-pentanoic acid methyl ester), FC=1C=C(C=C(C1F)F)B(O)O (3,4,5-trifluorophenylboronic acid). Yields the product COC(C(CC(C)C)C=1C=C(C=C(C1)OC1=CC(=C(C(=C1)F)F)F)C1=CC=C(C=C1)C(F)(F)F)=O (4-Methyl-2-[4′-trifluoromethyl-5-(3,4,5-trifluoro-phenoxy)-biphenyl-3-yl]-pentanoic acid methyl ester). Yield: 30.0%. Reaction SMILES: [CH3:1][O:2][C:3](=[O:26])[CH:4]([C:9]1[CH:10]=[C:11]([C:16]2[CH:21]=[CH:20][C:19]([C:22]([F:25])([F:24])[F:23])=[CH:18][CH:17]=2)[CH:12]=[C:13]([OH:15])[CH:14]=1)[CH2:5][CH:6]([CH3:8])[CH3:7].[F:27][C:28]1[CH:29]=[C:30](B(O)O)[CH:31]=[C:32]([F:35])[C:33]=1[F:34]>>[CH3:1][O:2][C:3](=[O:26])[CH:4]([C:9]1[CH:10]=[C:11]([C:16]2[CH:17]=[CH:18][C:19]([C:22]([F:23])([F:25])[F:24])=[CH:20][CH:21]=2)[CH:12]=[C:13]([O:15][C:30]2[CH:29]=[C:28]([F:27])[C:33]([F:34])=[C:32]([F:35])[CH:31]=2)[CH:14]=1)[CH2:5][CH:6]([CH3:8])[CH3:7]. Reported procedure: The title compound was prepared in 30% yield from 2-(5-hydroxy-4′-trifluoromethyl-biphenyl-3-yl)-4-methyl-pentanoic acid methyl ester and 3,4,5-trifluorophenylboronic acid under the conditions described in Example 15, step (g).